The task is: describe an organic reaction: reactants, conditions, products, and yield. This data is from the Open Reaction Database (ORD), a public repository of structured organic reaction records. The reactants are C(C)(=O)SC(=C(C(=O)OCOC(C(C)(C)C)=O)N1C(CC1S(=O)CC=C)=O)SC(C)=O (pivaloyloxymethyl 3,3-di(acetylthio)-2-(4-allylsulphinylazetidin-2-on-1-yl)propenoate), O.C1(=CC=C(C=C1)S(=O)(=O)O)C (4-toluenesulphonic acid hydrate). Run in O1CCOCC1 (dioxan). The product is C(C)(=O)SC1=C(N2C(CC2SS1)=O)C(=O)OCOC(C(C)(C)C)=O (Pivaloyloxymethyl 3-acetylthio-8-oxo-4,5-dithia-1-azabicyclo[4,2,0]oct-2-ene-2-carboxylate). Yield: 53.6%. RXN SMILES: [C:1]([S:4][C:5]([S:28]C(=O)C)=[C:6]([N:18]1[CH:21]([S:22](CC=C)=O)[CH2:20][C:19]1=[O:27])[C:7]([O:9][CH2:10][O:11][C:12](=[O:17])[C:13]([CH3:16])([CH3:15])[CH3:14])=[O:8])(=[O:3])[CH3:2].O.C1(C)C=CC(S(O)(=O)=O)=CC=1>O1CCOCC1>[C:1]([S:4][C:5]1[S:28][S:22][CH:21]2[N:18]([C:19](=[O:27])[CH2:20]2)[C:6]=1[C:7]([O:9][CH2:10][O:11][C:12](=[O:17])[C:13]([CH3:16])([CH3:15])[CH3:14])=[O:8])(=[O:3])[CH3:2] |f:1.2|. Procedure: A solution of 82 mg of pivaloyloxymethyl 3,3-di(acetylthio)-2-(4-allylsulphinylazetidin-2-on-1-yl)propenoate and 32 mg of 4-toluenesulphonic acid hydrate in 10 ml of dioxan was heated rapidly to reflux and maintained under reflux for 1 hour. The solvent was removed by evaporation and the residue chromatographed on silica gel using ethyl acetate/hexane mixtures as eluant. The product (35 mg, 54%) was obtained as a yellow oil. The reactants are OC1=CC2=C(CC[C@@H](O2)C(=O)OCC)C=C1 ((R)-3,4-dihydro-7-hydroxy-2H-1-benzopyran-2-carboxylic acid, ethyl ester), [OH-].[Na+] (sodium hydroxide), O (water), P(=O)([O-])([O-])[O-] (phosphate), OC1=CC2=C(CC[C@@H](O2)C(=O)OCC)C=C1 ((R)-3,4-dihydro-7-hydroxy-2H-1-benzopyran-2-carboxylic acid, ethyl ester). Solvent: O1CCCC1 (tetrahydrofuran). Conditions: time 7 hour. The product is C(C)OC(=O)C1OC2=C(CC1)C=CC(=C2)O (racemic 3,4-dihydro-7-hydroxy-2H-benzopyran-2-carboxylic acid ethyl ester). RXN SMILES: [OH:1][C:2]1[CH:16]=[CH:15][C:5]2[CH2:6][CH2:7][C@H:8]([C:10]([O:12][CH2:13][CH3:14])=[O:11])[O:9][C:4]=2[CH:3]=1.O.P([O-])([O-])([O-])=O.[OH-].[Na+]>O1CCCC1>[CH2:13]([O:12][C:10]([CH:8]1[CH2:7][CH2:6][C:5]2[CH:15]=[CH:16][C:2]([OH:1])=[CH:3][C:4]=2[O:9]1)=[O:11])[CH3:14] |f:3.4|. Procedure details: This ester was then resubmitted to enzymatic hydrolysis with Pseudomonas lipase (P-30, Amano International) to enhance its enantiomeric purity. A 3 L three-necked flask equipped as described above was charged with 775 mL of deionized water, 194 mL of 0.05M phosphate buffer (pH 7.0) and 28.4 g (0.128 mol) of the above ester in 96 mL of tetrahydrofuran. The pH was adjusted to 8 with adequate 1.0N aqueous sodium hydroxide solution and 2.6 g of Pseudomonas lipase enzyme (P-30 Amano) was added to the... Starting materials: mercuric sulfate, ice, S(O)(O)(=O)=O (sulfuric acid), ice water, ClC=1C=CC2=C(C(=NCC(=N2)NCC#CC)C2=C(C=CC=C2F)F)C1 (7-chloro-5-(2,6-difluorophenyl)-2-(2-butynylamino)-3H-1,4-benzodiazepine), [OH-].[Na+] (sodium hydroxide). Reaction conditions: time 18 hour. Product: ClC=1C=CC2=C(C(=NCC=3N2C(=CN3)CC)C3=C(C=CC=C3F)F)C1 (8-chloro-6-(2,6-difluorophenyl)-1-ethyl-4H-imidazo[1,2-a][1,4]benzodiazepine). Reaction SMILES: S(=O)(=O)(O)O.[Cl:6][C:7]1[CH:8]=[CH:9][C:10]2[N:16]=[C:15]([NH:17][CH2:18][C:19]#[C:20][CH3:21])[CH2:14][N:13]=[C:12]([C:22]3[C:27]([F:28])=[CH:26][CH:25]=[CH:24][C:23]=3[F:29])[C:11]=2[CH:30]=1.[OH-].[Na+]>>[Cl:6][C:7]1[CH:8]=[CH:9][C:10]2[N:16]3[C:19]([CH2:20][CH3:21])=[CH:18][N:17]=[C:15]3[CH2:14][N:13]=[C:12]([C:22]3[C:23]([F:29])=[CH:24][CH:25]=[CH:26][C:27]=3[F:28])[C:11]=2[CH:30]=1 |f:2.3|. Procedure details: To 10 ml. of ice cold 50% (wt) sulfuric acid is added successively with stirring under nitrogen 0.01 mole of 7-chloro-5-(2,6-difluorophenyl)-2-(2-butynylamino)-3H-1,4-benzodiazepine (IV) and 0.132 g. of mercuric sulfate. The resulting mixture is stirred for about 18 hours, poured into ice water, neutralized with 15% aqueous sodium hydroxide solution and extracted with chloroform. The extract thus obtained is dried over potassium carbonate and concentrated in vacuo. The residue thus obtained is c... The reactants are C(C)OC1=NC2=C(N(C(C1)=O)CC(=O)N(C1=CC=CC=C1)C(C)C)C=CC=C2 (2-(4-ethoxy-2-oxo-2,3-dihydro-benzo[b][1,4]diazepin-1-yl)-N-isopropyl-N-phenyl-acetamide), C(C)OC1=NC2=C(N(C(C1)=O)CC(=O)N(C1=CC=CC=C1)C(C)C)C=CC=C2 (2-(4-ethoxy-2-oxo-2,3-dihydro-benzo[b][1,4]diazepin-1-yl)-N-isopropyl-N-phenyl-acetamide), OC=1C=C(C(=O)NN)C=CC1 (3-hydroxy benzhydrazide). Run in C(C)(=O)O (acetic acid). Reaction conditions: temperature 120 celsius. Product: OC=1C=C(C=CC1)C1=NN=C2CC(N(C3=C(N12)C=CC=C3)CC(=O)N(C3=CC=CC=C3)C(C)C)=O (2-[1-(3-hydroxy-phenyl)-5-oxo-4,5-dihydro-2,3,6,10b-tetraaza-benzo[e]azulen-6-yl]-N-isopropyl-N-phenyl-acetamide). Reaction SMILES: C(O[C:4]1[CH2:10][C:9](=[O:11])[N:8]([CH2:12][C:13]([N:15]([CH:22]([CH3:24])[CH3:23])[C:16]2[CH:21]=[CH:20][CH:19]=[CH:18][CH:17]=2)=[O:14])[C:7]2[CH:25]=[CH:26][CH:27]=[CH:28][C:6]=2[N:5]=1)C.[OH:29][C:30]1[CH:31]=[C:32]([CH:37]=[CH:38][CH:39]=1)[C:33]([NH:35][NH2:36])=O>C(O)(=O)C>[OH:29][C:30]1[CH:31]=[C:32]([C:33]2[N:5]3[C:4]([CH2:10][C:9](=[O:11])[N:8]([CH2:12][C:13]([N:15]([CH:22]([CH3:23])[CH3:24])[C:16]4[CH:21]=[CH:20][CH:19]=[CH:18][CH:17]=4)=[O:14])[C:7]4[CH:25]=[CH:26][CH:27]=[CH:28][C:6]=43)=[N:36][N:35]=2)[CH:37]=[CH:38][CH:39]=1. Procedure details: To a solution of 2-(4-ethoxy-2-oxo-2,3-dihydro-benzo[b][1,4]diazepin-1-yl)-N-isopropyl-N-phenyl-acetamide (Preparation 5(B) (177 mg, 0.466 mmol) in glacial acetic acid (4 mL) was added 3-hydroxy benzhydrazide (90 mg, 0.591 mmol). The reaction was heated to 120° C. for 3 hours, was cooled to room temperature, and was concentrated in vacuo. The residue was triturated with 50% Et2O in hexanes and the solids were filtered. The solids were dissolved in CH2Cl2 and the organic solution was washed with ... The reactants are ClCCBr, CCOC(C)=O, CC1(C)Cc2cccc(O)c2O1, [I-], [K+], [Na+], [Na+], O=C([O-])[O-]. Yields the product CC1(C)Cc2cccc(OCCCl)c2O1. As a reaction SMILES: [Br:13][CH2:14][CH2:15][Cl:16].[CH2:25]([O:26][C:27](=[O:28])[CH3:29])[CH3:30].[CH3:1][C:2]1([CH3:12])[O:3][c:4]2[c:5]([cH:7][cH:8][cH:9][c:10]2[OH:11])[CH2:6]1.[I-:24].[K+:23].[Na+:17].[Na+:18].[O-:19][C:20](=[O:21])[O-:22]>>[CH3:1][C:2]1([CH3:12])[O:3][c:4]2[c:5]([cH:7][cH:8][cH:9][c:10]2[O:11][CH2:14][CH2:15][Cl:16])[CH2:6]1. The reactants are COc1ccc(CC(=O)N2C(=O)OCC2Cc2ccccc2)cc1, ClCCl, CCN(C(C)C)C(C)C, [Cl-], [Cl-], [Cl-], [Cl-], O=C1CCCCC1, [Ti+4]. The product is COc1ccc(C(C(=O)N2C(=O)OCC2Cc2ccccc2)C2(O)CCCCC2)cc1. Reaction SMILES: [CH2:1]([c:2]1[cH:3][cH:4][cH:5][cH:6][cH:7]1)[CH:8]1[N:9]([C:14]([CH2:15][c:16]2[cH:17][cH:18][c:19]([O:22][CH3:23])[cH:20][cH:21]2)=[O:24])[C:10](=[O:13])[O:11][CH2:12]1.[CH2:41]([Cl:42])[Cl:43].[CH:25]([N:26]([CH:27]([CH3:28])[CH3:29])[CH2:30][CH3:31])([CH3:32])[CH3:33].[Cl-:44].[Cl-:45].[Cl-:46].[Cl-:47].[O:34]=[C:35]1[CH2:36][CH2:37][CH2:38][CH2:39][CH2:40]1.[Ti+4:48]>>[CH2:1]([c:2]1[cH:3][cH:4][cH:5][cH:6][cH:7]1)[CH:8]1[N:9]([C:14]([CH:15]([c:16]2[cH:17][cH:18][c:19]([O:22][CH3:23])[cH:20][cH:21]2)[C:35]2([OH:34])[CH2:36][CH2:37][CH2:38][CH2:39][CH2:40]2)=[O:24])[C:10](=[O:13])[O:11][CH2:12]1.